This data is from the Open Reaction Database (ORD), a public repository of structured organic reaction records. The task is: describe an organic reaction: reactants, conditions, products, and yield The reactants are OCC#Cc1cccc2c1CCO2, c1ccncc1. The product is OCC=Cc1cccc2c1CCO2. RXN SMILES: [O:1]1[CH2:2][CH2:3][c:4]2[c:5]1[cH:6][cH:7][cH:8][c:9]2[C:10]#[C:11][CH2:12][OH:13].[cH:14]1[cH:15][cH:16][n:17][cH:18][cH:19]1>>[O:1]1[CH2:2][CH2:3][c:4]2[c:5]1[cH:6][cH:7][cH:8][c:9]2[CH:10]=[CH:11][CH2:12][OH:13]. Reactants: CO, COC1C(O)CCC2(CO2)C1C1(C)OC1CC=C(C)C, [H-], [Na+], O, Sc1ccccc1. The product is COC1C(O)CCC(O)(CSc2ccccc2)C1C1(C)OC1CC=C(C)C. RXN SMILES: [CH3:1][OH:2].[CH:12]1([C:23]2([CH3:24])[O:25][CH:26]2[CH2:27][CH:28]=[C:29]([CH3:30])[CH3:31])[CH:13]([O:14][CH3:15])[CH:16]([OH:17])[CH2:18][CH2:19][C:20]12[CH2:21][O:22]2.[H-:3].[Na+:4].[OH2:32].[SH:5][c:6]1[cH:7][cH:8][cH:9][cH:10][cH:11]1>>[S:5]([c:6]1[cH:7][cH:8][cH:9][cH:10][cH:11]1)[CH2:21][C:20]1([OH:22])[CH:12]([C:23]2([CH3:24])[O:25][CH:26]2[CH2:27][CH:28]=[C:29]([CH3:30])[CH3:31])[CH:13]([O:14][CH3:15])[CH:16]([OH:17])[CH2:18][CH2:19]1. Starting materials: CN(CCNC1=CC(=C(C=C1)Br)Br)C (N,N-dimethyl-N'-(3,4-dibromophenyl)ethylenediamine), C(CC)(=O)Cl (propionyl chloride). Run in C(C)N(CC)CC (triethylamine). The product is CN(CCN(C1=CC(=C(C=C1)Br)Br)C(CC)=O)C (N-[2-(dimethylamino)ethyl]-3',4'-dibromopropionanilide). As a reaction SMILES: [CH3:1][N:2]([CH3:14])[CH2:3][CH2:4][NH:5][C:6]1[CH:11]=[CH:10][C:9]([Br:12])=[C:8]([Br:13])[CH:7]=1.[C:15](Cl)(=[O:18])[CH2:16][CH3:17]>C(N(CC)CC)C>[CH3:1][N:2]([CH3:14])[CH2:3][CH2:4][N:5]([C:15](=[O:18])[CH2:16][CH3:17])[C:6]1[CH:11]=[CH:10][C:9]([Br:12])=[C:8]([Br:13])[CH:7]=1. Procedure: In the manner given in Example 2, to a solution of N,N-dimethyl-N'-(3,4-dibromophenyl)ethylenediamine and triethylamine is added propionyl chloride to give N-[2-(dimethylamino)ethyl]-3',4'-dibromopropionanilide. Reactants: Cc1cnc(CNC2CCN(C(=O)OC(C)(C)C)CC2)c(C)c1, CC(C)(c1ccccc1)c1cccnc1C=O, ClCCl. Yields the product Cc1cnc(CN(Cc2ncccc2C(C)(C)c2ccccc2)C2CCN(C(=O)OC(C)(C)C)CC2)c(C)c1. As a reaction SMILES: [C:1]([CH3:2])([CH3:3])([CH3:4])[O:5][C:6](=[O:7])[N:8]1[CH2:9][CH2:10][CH:11]([NH:14][CH2:15][c:16]2[n:17][cH:18][c:19]([CH3:23])[cH:20][c:21]2[CH3:22])[CH2:12][CH2:13]1.[CH3:24][C:25]([CH3:26])([c:27]1[cH:28][cH:29][cH:30][cH:31][cH:32]1)[c:33]1[c:34]([CH:39]=[O:40])[n:35][cH:36][cH:37][cH:38]1.[Cl:41][CH2:42][Cl:43]>>[C:1]([CH3:2])([CH3:3])([CH3:4])[O:5][C:6](=[O:7])[N:8]1[CH2:9][CH2:10][CH:11]([N:14]([CH2:15][c:16]2[n:17][cH:18][c:19]([CH3:23])[cH:20][c:21]2[CH3:22])[CH2:39][c:34]2[c:33]([C:25]([CH3:24])([CH3:26])[c:27]3[cH:28][cH:29][cH:30][cH:31][cH:32]3)[cH:38][cH:37][cH:36][n:35]2)[CH2:12][CH2:13]1. The reactants are C(C)(=O)C=1C(=C(NC1C1=CC=CC=C1)Br)C (4-acetyl-2-bromo-3-methyl-5-phenyl-1H-pyrrole), N1=CC=C(C=C1)B(O)O (4-pyridylboronic acid). The reagents and catalysts are Cl[Pd]([P](C1=CC=CC=C1)(C2=CC=CC=C2)C3=CC=CC=C3)([P](C4=CC=CC=C4)(C5=CC=CC=C5)C6=CC=CC=C6)Cl (Pd(PPh3)2Cl2). The solvent is COCCOC (DME), C(=O)(O)[O-].[Na+] (NaHCO3), C(C)(=O)OCC (ethyl acetate), O (water). Yields the product C(C)(=O)C1=C(NC(=C1C)C1=CC=NC=C1)C1=CC=CC=C1 (3-Acetyl-4-methyl-2-phenyl-5-(4-pyridyl)-1H-pyrrole). Isolated yield 30.4%. RXN SMILES: [C:1]([C:4]1[C:5]([CH3:16])=[C:6](Br)[NH:7][C:8]=1[C:9]1[CH:14]=[CH:13][CH:12]=[CH:11][CH:10]=1)(=[O:3])[CH3:2].[N:17]1[CH:22]=[CH:21][C:20](B(O)O)=[CH:19][CH:18]=1>COCCOC.C([O-])(O)=O.[Na+].C(OCC)(=O)C.O.Cl[Pd](Cl)([P](C1C=CC=CC=1)(C1C=CC=CC=1)C1C=CC=CC=1)[P](C1C=CC=CC=1)(C1C=CC=CC=1)C1C=CC=CC=1>[C:1]([C:4]1[C:5]([CH3:16])=[C:6]([C:20]2[CH:21]=[CH:22][N:17]=[CH:18][CH:19]=2)[NH:7][C:8]=1[C:9]1[CH:14]=[CH:13][CH:12]=[CH:11][CH:10]=1)(=[O:3])[CH3:2] |f:3.4,^1:46,65|. Reported procedure: To a stirred suspension of 4-acetyl-2-bromo-3-methyl-5-phenyl-1H-pyrrole (139 mg, 0.50 mmol), 4-pyridylboronic acid (307 mg, 2.5 mmol) in DME (1.5 mL) and saturated aqueous NaHCO3 (0.50 mL) was added Pd(PPh3)2Cl2 (70 mg, 0.10 mmol) under nitrogen. The mixture was heated under reflux for 12 hours. After cooling, the mixture was diluted with ethyl acetate (5 mL) and water (10 mL). The organic layer was separated, and then the aqueous layer was extracted with ethyl acetate (5 mL×2). The combined or... The reactants are CC1(OO1)C (dimethyldioxirane), C(CCCCCCCCCCC)(=O)OC1CC(NC(C1)C1=CC=CC=C1)C1=CC=CC=C1 (2,6-diphenyl-4-piperidyl laurate). The solvent is CC(=O)C (acetone), CC(=O)C (acetone). Run at temperature 0 celsius, time 10 minute. The product is C(CCCCCCCCCCC)(=O)OC1CC(N(C(C1)C1=CC=CC=C1)O)C1=CC=CC=C1 (1-Hydroxy-2,6-diphenylpiperidin-4-yl Laurate). Yield: 77.5%. RXN SMILES: CC1(C)O[O:3]1.[C:6]([O:19][CH:20]1[CH2:25][CH:24]([C:26]2[CH:31]=[CH:30][CH:29]=[CH:28][CH:27]=2)[NH:23][CH:22]([C:32]2[CH:37]=[CH:36][CH:35]=[CH:34][CH:33]=2)[CH2:21]1)(=[O:18])[CH2:7][CH2:8][CH2:9][CH2:10][CH2:11][CH2:12][CH2:13][CH2:14][CH2:15][CH2:16][CH3:17]>CC(C)=O>[C:6]([O:19][CH:20]1[CH2:21][CH:22]([C:32]2[CH:33]=[CH:34][CH:35]=[CH:36][CH:37]=2)[N:23]([OH:3])[CH:24]([C:26]2[CH:31]=[CH:30][CH:29]=[CH:28][CH:27]=2)[CH2:25]1)(=[O:18])[CH2:7][CH2:8][CH2:9][CH2:10][CH2:11][CH2:12][CH2:13][CH2:14][CH2:15][CH2:16][CH3:17]. Reported procedure: A solution of 590 mL (27.7 mmol) of dimethyldioxirane, 0.047M in acetone (prepared by the procedure of Eaton and Wicks, J. Org. Chem. 1988, 53, 5353) is added via a cannula to a 0° C. solution of 12.1 g (27.7 mmol) of 2,6-diphenyl-4-piperidyl laurate in 200 mL of acetone. After stirring for 10 minutes at 0° C.; the reaction mixture is concentrated under reduced pressure and the residue is recrystallized from methanol to yield 9.7 g (78% yield) of the title compound as a white solid: mp 89°-90° C... The reactants are NC1=NC2=C(C(=NC1)C1=CC=C(C=C1)C#N)C=CC=C2NC(C)=O (2-amino-9-acetylamino-5-(p-cyanophenyl)-3H-1,4-benzodiazepine), C(C#C)(=O)OC (methyl propiolate). The solvent is CO (methanol). Yields the product C(C)(=O)NC1=CC=CC=2C(=NCC=3N(C21)C=CC(N3)=O)C3=CC=C(C=C3)C#N (11-acetylamino-7-(p-cyanophenyl)pyrimido[1,2-a][1,4]benzodiazepin-3(5H)-one). RXN SMILES: [NH2:1][C:2]1[CH2:8][N:7]=[C:6]([C:9]2[CH:14]=[CH:13][C:12]([C:15]#[N:16])=[CH:11][CH:10]=2)[C:5]2[CH:17]=[CH:18][CH:19]=[C:20]([NH:21][C:22](=[O:24])[CH3:23])[C:4]=2[N:3]=1.[C:25](OC)(=[O:28])[C:26]#[CH:27]>CO>[C:22]([NH:21][C:20]1[C:4]2[N:3]3[CH:27]=[CH:26][C:25](=[O:28])[N:1]=[C:2]3[CH2:8][N:7]=[C:6]([C:9]3[CH:14]=[CH:13][C:12]([C:15]#[N:16])=[CH:11][CH:10]=3)[C:5]=2[CH:17]=[CH:18][CH:19]=1)(=[O:24])[CH3:23]. Procedure: In the manner given in Example 1, 2-amino-9-acetylamino-5-(p-cyanophenyl)-3H-1,4-benzodiazepine, methyl propiolate and methanol were refluxed. The mixture was chromatographed to give 11-acetylamino-7-(p-cyanophenyl)pyrimido[1,2-a][1,4]benzodiazepin-3(5H)-one.